Task: describe an organic reaction: reactants, conditions, products, and yield. Dataset: the Open Reaction Database (ORD), a public repository of structured organic reaction records Reactants: CC#N, Cc1ncsc1CO, COC(C)(C)C, O=C(CCl)c1ccccc1. The product is Cc1c(CO)sc[n+]1CC(=O)c1ccccc1, [Cl-]. As a reaction SMILES: [CH3:19][C:20]#[N:21].[CH3:1][c:2]1[n:3][cH:4][s:5][c:6]1[CH2:7][OH:8].[CH3:22][O:23][C:24]([CH3:25])([CH3:26])[CH3:27].[Cl:9][CH2:10][C:11](=[O:12])[c:13]1[cH:14][cH:15][cH:16][cH:17][cH:18]1>>[CH3:1][c:2]1[n+:3]([CH2:10][C:11](=[O:12])[c:13]2[cH:14][cH:15][cH:16][cH:17][cH:18]2)[cH:4][s:5][c:6]1[CH2:7][OH:8].[Cl-:9].